describe an organic reaction: reactants, conditions, products, and yield From a dataset of the Open Reaction Database (ORD), a public repository of structured organic reaction records. Reactants: CCCC[Sn](CCCC)(CCCC)c1cccc(N2C(=O)C=CC2=O)c1, CCOC(C)=O, CCCCCC, ClCCl, [I-], [Na+], [Na+], O, O=S([O-])O. The product is O=C1C=CC(=O)N1c1cccc(I)c1. Reaction SMILES: [CH2:3]([Sn:4]([CH2:5][CH2:6][CH2:7][CH3:21])([c:8]1[cH:9][c:10]([N:14]2[C:15](=[O:20])[CH:16]=[CH:17][C:18]2=[O:19])[cH:11][cH:12][cH:13]1)[CH2:22][CH2:23][CH2:24][CH3:25])[CH2:26][CH2:27][CH3:28].[CH3:29][CH2:30][O:31][C:32]([CH3:33])=[O:34].[CH3:35][CH2:36][CH2:37][CH2:38][CH2:39][CH3:40].[Cl:47][CH2:48][Cl:49].[I-:2].[Na+:1].[Na+:45].[OH2:46].[S:41](=[O:42])([OH:43])[O-:44]>>[I:2][c:8]1[cH:9][c:10]([N:14]2[C:15](=[O:20])[CH:16]=[CH:17][C:18]2=[O:19])[cH:11][cH:12][cH:13]1. Reactants: O=[S@]1CC(=C(N2[C@H]1[C@@H](C2=O)NC(CC2=CC=CC=C2)=O)C(=O)OCC2=CC=C(C=C2)OC)OS(=O)(=O)C(F)(F)F (p-methoxybenzyl (1S,6R,7R)-1-oxo-7-phenylacetamido-3-trifluoromethanesulphonyloxyceph-3-em-4-carboxylate), C=CC1=CC=CC=C1 (styrene), C(C)(C)N(CC)C(C)C (diisopropyl-ethylamine). The solvent is ClCCl (dichloromethane). Conditions: time 30 minute. Yields the product O=[S@]1[C@H]2C(CC2=C(N2C([C@H]([C@@H]12)NC(CC1=CC=CC=C1)=O)=O)C(=O)OCC1=CC=C(C=C1)OC)C1=CC=CC=C1 (p-Methoxybenzyl (5RS,6S,7S,8R,9R)-7,10-dioxo-5-phenyl-9-phenylacetamido-7-thia-1-azatricyclo[6.2.0.03,6 ]dec-2-ene-2-carboxylate). Isolated yield 52.8%. As a reaction SMILES: [O:1]=[S@@:2]1[C@@H:7]2[C@H:8]([NH:11][C:12](=[O:20])[CH2:13][C:14]3[CH:19]=[CH:18][CH:17]=[CH:16][CH:15]=3)[C:9](=[O:10])[N:6]2[C:5]([C:21]([O:23][CH2:24][C:25]2[CH:30]=[CH:29][C:28]([O:31][CH3:32])=[CH:27][CH:26]=2)=[O:22])=[C:4](OS(C(F)(F)F)(=O)=O)[CH2:3]1.[CH2:41]=[CH:42][C:43]1[CH:48]=[CH:47][CH:46]=[CH:45][CH:44]=1.C(N(C(C)C)CC)(C)C>ClCCl>[O:1]=[S@@:2]1[C@H:7]2[N:6]([C:9](=[O:10])[C@H:8]2[NH:11][C:12](=[O:20])[CH2:13][C:14]2[CH:15]=[CH:16][CH:17]=[CH:18][CH:19]=2)[C:5]([C:21]([O:23][CH2:24][C:25]2[CH:26]=[CH:27][C:28]([O:31][CH3:32])=[CH:29][CH:30]=2)=[O:22])=[C:4]2[C@@H:3]1[CH:42]([C:43]1[CH:48]=[CH:47][CH:46]=[CH:45][CH:44]=1)[CH2:41]2. Procedure details: To a suspension of p-methoxybenzyl (1S,6R,7R)-1-oxo-7-phenylacetamido-3-trifluoromethanesulphonyloxyceph-3-em-4-carboxylate (30 mg, 0.05 mmol) and styrene (300 μl, 2.62 mmol) in dichloromethane (3 ml), was added diisopropyl-ethylamine (10 μl, 0.057 mmol). After stirring at room temperature for 30 min the mixture was chromatographed to give the title compounds (14.7 mg, 53%), νmax (CH2Cl2), 1790, 1728, 1689 cm-1 ; δH (CDCl3) 7.41-7.16 (12H, m) 6.89 (2H, m) 6.67 (0.4H, d, J 9.7 Hz), 6.52 (0.6H, d,... Reaction SMILES: [NH2:1][C:2]1[C:19]([NH2:20])=[CH:18][C:5]([C:6]([NH:8][C:9]2[CH:17]=[C:16]3[C:12]([CH:13]=[N:14][NH:15]3)=[CH:11][CH:10]=2)=[O:7])=[C:4]([N:21]2[CH2:26][CH2:25][N:24]([CH3:27])[CH2:23][CH2:22]2)[CH:3]=1.[C:28](C1NC=CN=1)(C1NC=CN=1)=[S:29]>CN(C=O)C>[NH:15]1[C:16]2[C:12](=[CH:11][CH:10]=[C:9]([NH:8][C:6]([C:5]3[C:4]([N:21]4[CH2:26][CH2:25][N:24]([CH3:27])[CH2:23][CH2:22]4)=[CH:3][C:2]4[NH:1][C:28]([SH:29])=[N:20][C:19]=4[CH:18]=3)=[O:7])[CH:17]=2)[CH:13]=[N:14]1. Procedure details: To a solution of 4,5-diamino-2-(4-methylpiperazin-1-yl)-N-(1H-indazol-6-yl)-benzamide (0.5 mmol; see Example 181) in DMF (1 mL) was added thiocarbonyl diimidazole (0.55 mmol). Following the addition, the mixture was warned at 45° C. for 1 h. The reaction mixture was cooled to RT, and the contents were poured onto ice cold water with vigorous stirring. The solid formed was collected by filtration, washed with water, and dried in vacuo to provide the product, 2-mercapto-6-(4-methylpiperazin-1-yl)-... The reactants are NC1=CC(=C(C(=O)NC2=CC=C3C=NNC3=C2)C=C1N)N1CCN(CC1)C (4,5-diamino-2-(4-methylpiperazin-1-yl)-N-(1H-indazol-6-yl)-benzamide), C(=S)(C=1NC=CN1)C=1NC=CN1 (thiocarbonyl diimidazole). Conditions: time 1 hour. Run in CN(C)C=O (DMF). Yields the product N1N=CC2=CC=C(C=C12)NC(=O)C1=CC2=C(NC(=N2)S)C=C1N1CCN(CC1)C (2-mercapto-6-(4-methylpiperazin-1-yl)-1H-benzimidazole-5-carboxylic acid (1H-indazol-6-yl)-amide). Run in C1CCOC1 (THF), C1CCOC1 (THF). RXN SMILES: [N+:1]([C:4]1[CH:12]=[CH:11][C:7]([C:8](Cl)=[O:9])=[CH:6][CH:5]=1)([O-:3])=[O:2].[CH3:13][NH2:14].CCOC(C)=O>C1COCC1>[CH3:13][NH:14][C:8](=[O:9])[C:7]1[CH:11]=[CH:12][C:4]([N+:1]([O-:3])=[O:2])=[CH:5][CH:6]=1. The product is CNC(C1=CC=C(C=C1)[N+](=O)[O-])=O (N-Methyl-4-nitro-benzamide). Run at time 3 hour. Procedure: 4-Nitrobenzoyl chloride (7.00 g, 38 mmol, 1 eq) was dissolved in 50 ml of THF and added to a 2.0 M solution of methylamine in THF (41.5 ml, 83 mmol, 2.2 eq.) at 0° C. Worked up after 3 hours by adding EtOAc and rinsing 3× with 1N NaOH, 1× with brine. The organic layer was dried over MgSO4, then stripped to obtain 2.25 g of off-white solids as product. NMR (300 MHz, DMSO-d6) δ 8.80 (m, 1H), 8.33 (d, 2H, J=7 Hz), 8.06 (d, 2H, J=7 Hz). 2.86 (d, 3H, J=7 Hz). Reactants: CCOC(=O)C (EtOAc), [N+](=O)([O-])C1=CC=C(C(=O)Cl)C=C1 (4-Nitrobenzoyl chloride), solution, CN (methylamine). Yields the product C(C)C1=CC=C(C=C1)C1CN(CC(C1)C1=NC(=NO1)C1=CC=CC=C1)C(=O)N1CCC(CC1)O ([3-(4-Ethylphenyl)-5-(3-phenyl-1,2,4-oxadiazol-5-yl)piperidin-1-yl] (4-hydroxypiperidin-1-yl)methanone). Reported procedure: 80 mg (0.22 mmol) of 5-(4-ethylphenyl)-1-[(4-hydroxypiperidin-1-yl)carbonyl]piperidine-3-carboxylic acid (Example 59A) and 45 mg (0.33 mmol, 1.5 eq.) of 1-hydroxybenzene-carboximidamide were reacted according to the General Method 2. Yield: 76 mg (74% of theory) Reaction SMILES: [CH2:1]([C:3]1[CH:8]=[CH:7][C:6]([CH:9]2[CH2:14][N:13]([C:15]([N:17]3[CH2:22][CH2:21][CH:20]([OH:23])[CH2:19][CH2:18]3)=[O:16])[CH2:12][CH:11]([C:24](O)=[O:25])[CH2:10]2)=[CH:5][CH:4]=1)[CH3:2].O[C:28]1([C:34](=[NH:36])[NH2:35])[CH:33]=[CH:32][CH:31]=[CH:30][CH2:29]1>>[CH2:1]([C:3]1[CH:8]=[CH:7][C:6]([CH:9]2[CH2:10][CH:11]([C:24]3[O:25][N:36]=[C:34]([C:28]4[CH:33]=[CH:32][CH:31]=[CH:30][CH:29]=4)[N:35]=3)[CH2:12][N:13]([C:15]([N:17]3[CH2:18][CH2:19][CH:20]([OH:23])[CH2:21][CH2:22]3)=[O:16])[CH2:14]2)=[CH:5][CH:4]=1)[CH3:2]. Reactants: C(C)C1=CC=C(C=C1)C1CC(CN(C1)C(=O)N1CCC(CC1)O)C(=O)O (5-(4-Ethylphenyl)-1-[(4-hydroxypiperidin-1-yl)carbonyl]piperidine-3-carboxylic acid), OC1(CC=CC=C1)C(N)=N (1-hydroxybenzene-carboximidamide).